This data is from the Open Reaction Database (ORD), a public repository of structured organic reaction records. The task is: describe an organic reaction: reactants, conditions, products, and yield The reactants are S(O)(O)(=O)=O (sulphuric acid), CN(C)CC1=CNC2=C1C=CC=C2 (Gramine), CC1=CCC(CC1=O)C(=C)C (carvone), S(O)(O)(=O)=O (sulphuric acid). Product: C1=C(O)C(C)=CC=C1C(C)C (carvacrol). Reaction SMILES: S(=O)(=O)(O)O.[CH3:6][C:7]1[C:12](=[O:13])[CH2:11][CH:10]([C:14]([CH3:16])=[CH2:15])[CH2:9][CH:8]=1.CN(CC1C2C=CC=CC=2NC=1)C>>[CH:11]1[C:10]([CH:14]([CH3:16])[CH3:15])=[CH:9][CH:8]=[C:7]([CH3:6])[C:12]=1[OH:13]. Reported procedure: Aqueous 0.5M sulphuric acid (25 ml), Teric N100 emulsifying agent (a product of ICI; 2.5 g) and carvone (50 g) were stirred and the emulsion passed through the CMR four times (15.5 ml/min, 165°-75° C., 690-760 kPa). Analysis was again by GC after each pass. After four passes a conversion of 50% was obtained. This experiment was then repeated using 1M sulphuric acid, and was directly comparable with experiment (a) above, the variation being the addition of the emulsifying agent. After four succes... The reactants are OP(OP(O)(OP(O)(O)=O)=O)(OC[C@@H]1[C@@H](O)C[C@H](N2C(NC(C(C)=C2)=O)=O)O1)=O (dTTP), DNA, [Na+].[Cl-] (NaCl), [Mg+2].[Cl-].[Cl-] (MgCl2), CoCl2, C(C(CO)(CO)N)O.Cl (Tris-HCl), SC[C@@H](O)[C@H](O)CS (dithiothreitol), [As]([O-])(=O)(C)C.[Na+] (sodium cacodylate), C(C(CO)(CO)N)O.Cl (Tris-HCl), [Na+].[Cl-] (NaCl), DNA, DNA, agarose, [Mg+2].[Cl-].[Cl-] (MgCl2), C(C(CO)(CO)N)O.Cl (Tris-HCl). Product: C(C(CO)(CO)N)O.Cl (Tris-HCl), CC1=CN(C(=O)NC1=O)[C@H]2C[C@@H]([C@H](O2)COP(=O)(O)O)O (poly(T)). Reaction SMILES: [CH2:1]([OH:8])[C:2]([NH2:7])([CH2:5][OH:6])[CH2:3][OH:4].[ClH:9].[Mg+2].[Cl-].[Cl-].[Na+].[Cl-].[As](C)(C)(=O)[O-].[Na+].SC[C@H]([C@@H](CS)O)O.[OH:29][P:30](=[O:57])([O:40][CH2:41][C@H:42]1[O:56][C@@H:46]([N:47]2[CH:53]=[C:51]([CH3:52])[C:50](=[O:54])[NH:49][C:48]2=[O:55])[CH2:45][C@@H:43]1[OH:44])[O:31]P(=O)(OP(=O)(O)O)O>>[CH2:1]([OH:8])[C:2]([NH2:7])([CH2:5][OH:6])[CH2:3][OH:4].[ClH:9].[CH3:52][C:51]1[C:50](=[O:54])[NH:49][C:48](=[O:55])[N:47]([C@@H:46]2[O:56][C@H:42]([CH2:41][O:40][P:30]([OH:31])([OH:57])=[O:29])[C@@H:43]([OH:44])[CH2:45]2)[CH:53]=1 |f:0.1,2.3.4,5.6,7.8,11.12|. Procedure details: First, a vector primer is synthesized. A vector, e.g. pCDV1, is treated with KpnI in an adequate solution such as a solution consisting of Tris-HCl buffer (e.g. pH 7.5, 10 mM), MgCl2 (e.g. 6 mM) and NaCl (e.g. 10 mM) to cut pCDV1 at KpnI site. The DNA is incubated with terminal deoxynucleotidyltransferase at an appropriate temperature (e.g. 37° C.) for an appropriate period (e.g. 20 minutes) in a solution consisting of Tris-HCl buffer (e.g. pH 6.8, 30 mM), sodium cacodylate (e.g. 140 mM), CoCl2 ...